describe an organic reaction: reactants, conditions, products, and yield From a dataset of the Open Reaction Database (ORD), a public repository of structured organic reaction records. Reactants: [Al+3], CC(=O)Cl, [Cl-], [Cl-], [Cl-], Cl, COc1ccc(-c2ccccc2)cc1F, O, S=C=S. The product is COc1ccc(-c2ccc(C(C)=O)cc2)cc1F. As a reaction SMILES: [Al+3:21].[CH3:16][C:17]([Cl:18])=[O:19].[Cl-:20].[Cl-:22].[Cl-:23].[ClH:24].[F:1][c:2]1[cH:3][c:4](-[c:10]2[cH:11][cH:12][cH:13][cH:14][cH:15]2)[cH:5][cH:6][c:7]1[O:8][CH3:9].[OH2:28].[S:25]=[C:26]=[S:27]>>[F:1][c:2]1[cH:3][c:4](-[c:10]2[cH:11][cH:12][c:13]([C:17]([CH3:16])=[O:19])[cH:14][cH:15]2)[cH:5][cH:6][c:7]1[O:8][CH3:9].